From a dataset of the Open Reaction Database (ORD), a public repository of structured organic reaction records. describe an organic reaction: reactants, conditions, products, and yield Starting materials: C([O-])([O-])=O.[K+].[K+] (Potassium carbonate), C[Si](C)(C)C#CC=1C=C(C(=O)N)C=CC1 (3-((trimethylsilyl)ethynyl)benzamide), O (water), CCOC(=O)C (EtOAc). Run in CO (MeOH). Reaction conditions: time 30 minute. The product is C(#C)C=1C=C(C(=O)N)C=CC1 (3-Ethynylbenzamide). The yield is 34.7%. RXN SMILES: C(=O)([O-])[O-].[K+].[K+].C[Si]([C:11]#[C:12][C:13]1[CH:14]=[C:15]([CH:19]=[CH:20][CH:21]=1)[C:16]([NH2:18])=[O:17])(C)C.O.CCOC(C)=O>CO>[C:12]([C:13]1[CH:14]=[C:15]([CH:19]=[CH:20][CH:21]=1)[C:16]([NH2:18])=[O:17])#[CH:11] |f:0.1.2|. Procedure details: Potassium carbonate (1.84 g, 13.3 mmol) was added to a stirred solution of 3-((trimethylsilyl)ethynyl)benzamide (I30) (1.45 g, 6.66 mmol) in MeOH (15 mL) at room temperature. The resulting suspension was stirred for 30 minutes then water (100 mL) and EtOAc (100 mL) were added. The resulting precipitate was collected via filtration and after air drying this was suspended in a 1:1 mix of acetone and methanol (15 mL). After sonication the resulting suspension was filtered to give the title compound...